From a dataset of the Open Reaction Database (ORD), a public repository of structured organic reaction records. describe an organic reaction: reactants, conditions, products, and yield Reactants: N1C=NC=C1 (imidazole), C1(=CC=C(C=C1)C(O)C1=CC=CC=C1)C1=CC=CC=C1 ((biphenyl-4-yl)-phenyl-carbinol), S(=O)(C=1NC=CN1)C=1NC=CN1 (thionyl-bis-imidazole), S(=O)(Cl)Cl (thionyl chloride). Run in C(C)#N (acetonitrile). Reaction conditions: time 15 hour. The product is C1(=CC=C(C=C1)C(C1=CC=CC=C1)N1C=NC=C1)C1=CC=CC=C1 ((Biphenyl-4-yl)-imidazol-1-yl-phenylmethane). Reaction SMILES: [NH:1]1[CH:5]=[CH:4][N:3]=[CH:2]1.S(Cl)(Cl)=O.[C:10]1([C:24]2[CH:29]=[CH:28][CH:27]=[CH:26][CH:25]=2)[CH:15]=[CH:14][C:13]([CH:16]([C:18]2[CH:23]=[CH:22][CH:21]=[CH:20][CH:19]=2)O)=[CH:12][CH:11]=1.S(C1NC=CN=1)(C1NC=CN=1)=O>C(#N)C>[C:10]1([C:24]2[CH:25]=[CH:26][CH:27]=[CH:28][CH:29]=2)[CH:11]=[CH:12][C:13]([CH:16]([N:1]2[CH:5]=[CH:4][N:3]=[CH:2]2)[C:18]2[CH:23]=[CH:22][CH:21]=[CH:20][CH:19]=2)=[CH:14][CH:15]=1. Reported procedure: 13.6 g (0.2 mol) of imidazole are dissolved in 150 ml of acetonitrile and 3.5 ml of thionyl chloride are added at 10° C. 13 g (0.05 mol) of (biphenyl-4-yl)-phenyl-carbinol are added to the solution of thionyl-bis-imidazole thus obtained. After standing for 15 hours at room temperature, the solvent is removed by distillation in vacuo. The residue is taken up in chloroform and the solution is washed with water. The organic phase is collected, dried over sodium sulfate and filtered and the solvent ...